This data is from the Open Reaction Database (ORD), a public repository of structured organic reaction records. The task is: describe an organic reaction: reactants, conditions, products, and yield Reactants: ClC1=CC(=NC(=C1C(=O)OCC)C)C (ethyl 4-chloro-2,6-dimethylnicotinate), C1(=CC=CC=C1)C1CCC(CC1)N (4-phenylcyclohexylamine). The product is CC1=C(C(=O)OCC)C(=CC(=N1)C)NC1CCC(CC1)C1=CC=CC=C1 (Ethyl 2,6-dimethyl-4-(4-phenylcyclohexylamino)nicotinate). As a reaction SMILES: Cl[C:2]1[C:7]([C:8]([O:10][CH2:11][CH3:12])=[O:9])=[C:6]([CH3:13])[N:5]=[C:4]([CH3:14])[CH:3]=1.[C:15]1([CH:21]2[CH2:26][CH2:25][CH:24]([NH2:27])[CH2:23][CH2:22]2)[CH:20]=[CH:19][CH:18]=[CH:17][CH:16]=1>>[CH3:13][C:6]1[N:5]=[C:4]([CH3:14])[CH:3]=[C:2]([NH:27][CH:24]2[CH2:23][CH2:22][CH:21]([C:15]3[CH:20]=[CH:19][CH:18]=[CH:17][CH:16]=3)[CH2:26][CH2:25]2)[C:7]=1[C:8]([O:10][CH2:11][CH3:12])=[O:9]. Reported procedure: was prepared analogously to Example 8 using ethyl 4-chloro-2,6-dimethylnicotinate and 4-phenylcyclohexylamine. nD23 :1.5389.